From a dataset of the Open Reaction Database (ORD), a public repository of structured organic reaction records. describe an organic reaction: reactants, conditions, products, and yield Reactants: C(C)(C)(C)OC(N[C@@H]1C(N(CC1)[C@@H]1[C@@H](C[C@@H](CC1)N=[N+]=[N-])CS(=O)(=O)C1=CC=C(C=C1)SC)=O)=O ({(3S)-1-[(1S,2R,4R)-4-Azido-2-(4-methylsulfanyl-benzenesulfonylmethyl)-cyclohexyl]-2-oxo-pyrrolidin-3-yl}-carbamic acid tert-butyl ester), C(=O)(C(F)(F)F)O (TFA). The solvent is C(Cl)Cl (CH2Cl2). Run at time 30 minute. The product is C1(=CC=CC=C1)S(=O)(=O)C[C@H]1[C@H](CC[C@H](C1)NC(C)C)N1C([C@H](CC1)NC(C1=CC(=CC=C1)C(F)(F)F)=O)=O (N-[(3S)-1-((1S,2R,4R)-2-Benzenesulfonylmethyl-4-isopropylamino-cyclohexyl)-2-oxo-pyrrolidin-3-yl]-3-trifluoromethyl-benzamide). As a reaction SMILES: C(O[C:6](=[O:35])[NH:7][C@H:8]1[CH2:12][CH2:11][N:10]([C@H:13]2[CH2:18][CH2:17][C@@H:16]([N:19]=[N+]=[N-])[CH2:15][C@H:14]2[CH2:22][S:23]([C:26]2[CH:31]=[CH:30][C:29](SC)=[CH:28][CH:27]=2)(=[O:25])=[O:24])[C:9]1=[O:34])(C)(C)C.[C:36](O)([C:38]([F:41])([F:40])[F:39])=O>C(Cl)Cl>[C:26]1([S:23]([CH2:22][C@@H:14]2[CH2:15][C@H:16]([NH:19][CH:8]([CH3:12])[CH3:9])[CH2:17][CH2:18][C@@H:13]2[N:10]2[CH2:11][CH2:12][C@H:8]([NH:7][C:6](=[O:35])[C:14]3[CH:13]=[CH:18][CH:17]=[C:36]([C:38]([F:41])([F:40])[F:39])[CH:15]=3)[C:9]2=[O:34])(=[O:24])=[O:25])[CH:31]=[CH:30][CH:29]=[CH:28][CH:27]=1. Procedure: {(3S)-1-[(1S,2R,4R)-4-Azido-2-(4-methylsulfanyl-benzenesulfonylmethyl)-cyclohexyl]-2-oxo-pyrrolidin-3-yl}-carbamic acid tert-butyl ester (240 mg), see example 18, was dissolved in CH2Cl2 (5 mL) prior to the addition of TFA (2.5 mL). After 30 min, it was concentrated and dried. The resulting residue was dissolved in DMF prior to the addition of 4-methylmorpholine (0.25 mL) and 3-trifluoromethyl-benzoic acid (104.5 mg). BOP Reagent (64 mg) was added and the mixture was stirred for 40 min. After co... Reactants: BrC1=CC(=C(C=C1)CCl)C (4-bromo-1-chloromethyl-2-methyl-benzene), Cl (HCl), O.NN (hydrazine monohydrate), [H-].[Na+] (sodium hydride), CC(C(CC(=O)OC)=O)C (methyl 4-methyl-3-oxovalerate). The solvent is O1CCCC1 (tetrahydrofuran), O1CCCC1 (tetrahydrofuran). Reaction conditions: temperature 70 celsius, time 30 minute. Product: BrC1=CC(=C(C=C1)CC=1C(=NNC1C(C)C)O)C (4-[(4-bromo-2-methyl-phenyl)methyl]-5-isopropyl-1H-pyrazol-3-ol). The yield is 100.0%. Reaction SMILES: [H-].[Na+].[CH3:3][CH:4]([CH3:12])[C:5](=O)[CH2:6][C:7](OC)=[O:8].[Br:13][C:14]1[CH:19]=[CH:18][C:17]([CH2:20]Cl)=[C:16]([CH3:22])[CH:15]=1.Cl.O.[NH2:25][NH2:26]>O1CCCC1>[Br:13][C:14]1[CH:19]=[CH:18][C:17]([CH2:20][C:6]2[C:7]([OH:8])=[N:25][NH:26][C:5]=2[CH:4]([CH3:12])[CH3:3])=[C:16]([CH3:22])[CH:15]=1 |f:0.1,5.6|. Procedure: Add sodium hydride (8.29 g, 0.21 mol, 60% dispersion in oil) to a solution of methyl 4-methyl-3-oxovalerate (27.1 mL, 0.19 mol) in tetrahydrofuran at 0° C. After 30 min at room temperature, add a solution of 4-bromo-1-chloromethyl-2-methyl-benzene (35.0 g, 0.16 mol) in tetrahydrofuran (50 mL). Heat the resulting mixture at 70° C. overnight (18 hours). Add 1.0 M HCl (20 mL) to quench the reaction. Extract with ethyl acetate (200 mL), wash extract with water (200 mL) and brine (200 mL), dry over N... Yields the product C1=C(C=CC=2C3=CC=CC=C3C3=CC=CC=C3C12)C1=CC(=CC=C1)C1=CC=2C3=CC=CC=C3C3=CC=CC=C3C2C=C1 (1,3-bis(triphenylen-2-yl)benzene). Run at temperature 87 celsius, time 24 hour. Procedure details: 1.23 g (3.5 mmol) of the triphenylene moronic ester from the previous step, 0.5 g (1.5 mmol) of 1,3-diiodobenzene, 1.0 g (7.5 mmol) of potassium carbonate, 30 mL of toluene, and 10 mL of water was mixed in a 250 mL three-neck flask. The system was purged by nitrogen for 10 min before adding 0.05 g of Pd(PPh3)4. The mixture was then heated up to 87° C. with vigorous stirring. After 24 hr, to the mixture was added 200 mL of methanol. The precipitate was collected by filtration. The solid was washe... RXN SMILES: [CH:1]1[C:18]2[C:17]3[C:12](=[CH:13][CH:14]=[CH:15][CH:16]=3)[C:11]3[C:6](=[CH:7][CH:8]=[CH:9][CH:10]=3)[C:5]=2[CH:4]=[CH:3][CH:2]=1.I[C:20]1[CH:25]=[CH:24][CH:23]=[C:22](I)[CH:21]=1.C(=O)([O-])[O-].[K+].[K+].[C:33]1([CH3:39])[CH:38]=[CH:37][CH:36]=[CH:35][CH:34]=1>O>[CH:4]1[C:5]2[C:6]3[C:11](=[CH:10][CH:9]=[CH:8][CH:7]=3)[C:12]3[C:17](=[CH:16][CH:15]=[CH:14][CH:13]=3)[C:18]=2[CH:1]=[CH:2][C:3]=1[C:20]1[CH:25]=[CH:24][CH:23]=[C:22]([C:35]2[CH:36]=[CH:37][C:38]3[C:18]4[C:5](=[CH:4][CH:3]=[CH:2][CH:1]=4)[C:6]4[C:39](=[CH:10][CH:9]=[CH:8][CH:7]=4)[C:33]=3[CH:34]=2)[CH:21]=1 |f:2.3.4|. The solvent is O (water). The reactants are C1=CC=CC=2C3=CC=CC=C3C3=CC=CC=C3C12 (triphenylene), IC1=CC(=CC=C1)I (1,3-diiodobenzene), C([O-])([O-])=O.[K+].[K+] (potassium carbonate), C1(=CC=CC=C1)C (toluene).